Dataset: the Open Reaction Database (ORD), a public repository of structured organic reaction records. Task: describe an organic reaction: reactants, conditions, products, and yield The reactants are COC1CC(CCC1)C(=O)O (3-Methoxy-cyclohexanecarboxylic acid), C=1C=CC(=CC1)P(=O)(C=2C=CC=CC2)N=[N+]=[N-] (DPPA), TEA, CN(C)C=O (DMF), NC=1C(=C(C(=CC1)Cl)S(=O)(=O)N)O (3-Amino-6-chloro-2-hydroxy-benzenesulfonamide). Product: ClC1=CC=C(C(=C1S(=O)(=O)N)O)NC(=O)NC1CC(CCC1)OC (6-Chloro-2-hydroxy-3-[3-(3-methoxy-cyclohexyl)-ureido]-benzenesulfonamide). Conditions: temperature 70 celsius, time 18 hour. Procedure details: To a solution of 3-Methoxy-cyclohexanecarboxylic acid (0.143 mL) in DMF (0.5 mL) was added DPPA (0.25 mL ) and TEA (0.25 mL) and the reaction heated at 70° C. After 18 hrs, 3-Amino-6-chloro-2-hydroxy-benzenesulfonamide (0.222 g) was added and the reaction heated at 70° C. After 18 hrs, the reaction mixture was quenched with water and extracted with ethyl acetate. The organic layers were dried over anhydrous magnesium sulfate, and concentraed under reduced pressure. The crude residue was purified... RXN SMILES: [CH3:1][O:2][CH:3]1[CH2:8][CH2:7][CH2:6][CH:5](C(O)=O)[CH2:4]1.C1C=CC(P(N=[N+]=[N-])(C2C=CC=CC=2)=O)=CC=1.[NH2:29][C:30]1[C:31]([OH:41])=[C:32]([S:37]([NH2:40])(=[O:39])=[O:38])[C:33]([Cl:36])=[CH:34][CH:35]=1.C[N:43]([CH:45]=[O:46])C>>[Cl:36][C:33]1[C:32]([S:37]([NH2:40])(=[O:39])=[O:38])=[C:31]([OH:41])[C:30]([NH:29][C:45]([NH:43][CH:5]2[CH2:6][CH2:7][CH2:8][CH:3]([O:2][CH3:1])[CH2:4]2)=[O:46])=[CH:35][CH:34]=1. Starting materials: Cc1oc2c(-n3c(=O)cc(C(F)(F)F)n(C)c3=O)c(F)cc(Cl)c2c1CC#N, O, O=S(=O)(O)O. The product is Cc1oc2c(-n3c(=O)cc(C(F)(F)F)n(C)c3=O)c(F)cc(Cl)c2c1CC(N)=O. Reaction SMILES: [Cl:1][c:2]1[cH:3][c:4]([F:28])[c:5](-[n:15]2[c:16](=[O:27])[n:17]([CH3:26])[c:18]([C:22]([F:23])([F:24])[F:25])[cH:19][c:20]2=[O:21])[c:6]2[c:7]1[c:8]([CH2:12][C:13]#[N:14])[c:9]([CH3:11])[o:10]2.[OH2:29].[S:30](=[O:31])(=[O:32])([OH:33])[OH:34]>>[Cl:1][c:2]1[cH:3][c:4]([F:28])[c:5](-[n:15]2[c:16](=[O:27])[n:17]([CH3:26])[c:18]([C:22]([F:23])([F:24])[F:25])[cH:19][c:20]2=[O:21])[c:6]2[c:7]1[c:8]([CH2:12][C:13]([NH2:14])=[O:29])[c:9]([CH3:11])[o:10]2. The reactants are C(CCC)I (n-butyl iodide), C(C1=CC=CC=C1)=NC(C(=O)OCC)CC (Ethyl 2-benzylideneaminobutyrate), solution, C(CCC)[Li] (n-butyl lithium), CCCCCC (hexane), C(C)(C)NC(C)C (diisopropylamine). Solvent: O.C(C)OCC (water diethyl ether), C1CCOC1 (THF), C1CCOC1 (THF). Conditions: time 20 hour. The product is C(C1=CC=CC=C1)=NC(C(=O)OCC)(CCCC)CC (Ethyl 2-benzylideneamino-2-ethylhexanoate). The yield is 100.0%. As a reaction SMILES: [CH2:1]([Li])[CH2:2][CH2:3][CH3:4].[CH3:6][CH2:7][CH2:8][CH2:9][CH2:10][CH3:11].C(NC(C)C)(C)C.[CH:19](=[N:26][CH:27]([CH2:33][CH3:34])[C:28]([O:30][CH2:31][CH3:32])=[O:29])C1C=CC=CC=1.C(I)CCC>C1COCC1.O.C(OCC)C>[CH:19](=[N:26][C:27]([CH2:33][CH3:34])([CH2:1][CH2:2][CH2:3][CH3:4])[C:28]([O:30][CH2:31][CH3:32])=[O:29])[C:8]1[CH:7]=[CH:6][CH:11]=[CH:10][CH:9]=1 |f:6.7|. Reported procedure: A 1.6M solution of n-butyl lithium in hexane (33 mmoles, Aldrich) was added to a solution of diisopropylamine (40 mmoles) in THF (21 ml) at a temperature of 5°-10° C. When addition was complete, the mixture was added to a solution of the product from step (b) (30 mmoles) in THF (20 ml) at a temperature of 5°-10° C. When addition was complete, n-butyl iodide (40 mmoles) was added and the mixture allowed to warm to room temperature. After 20 hours, the mixture was poured into water/diethyl ether (... Reactants: [Li+].[Cl-] (LiCl), Cl (HCl), Cl (HCl), BrC1=C(C=C(C(=C1)C)F)OC (1-bromo-4-fluoro-2-methoxy-5-methyl-benzene), C(#N)[Cu] (CuCN). Reagents/catalysts: O.O.O.O.O.O.[Fe](Cl)(Cl)Cl (iron (III) chloride hexahydrate). Run in C(C)(=O)OCC (ethyl acetate), CN(C)C=O (DMF). Reaction conditions: temperature 160 celsius. Product: FC1=CC(=C(C#N)C=C1C)OC (4-fluoro-2-methoxy-5-methyl-benzonitrile). The yield is 86.3%. RXN SMILES: Br[C:2]1[CH:7]=[C:6]([CH3:8])[C:5]([F:9])=[CH:4][C:3]=1[O:10][CH3:11].[C:12]([Cu])#[N:13].[Li+].[Cl-].Cl>CN(C=O)C.O.O.O.O.O.O.[Fe](Cl)(Cl)Cl.C(OCC)(=O)C>[F:9][C:5]1[C:6]([CH3:8])=[CH:7][C:2]([C:12]#[N:13])=[C:3]([O:10][CH3:11])[CH:4]=1 |f:2.3,6.7.8.9.10.11.12|. Procedure: A solution of 1-bromo-4-fluoro-2-methoxy-5-methyl-benzene (5.0 g, 22.8 mmol) in DMF (100 mL, 0.2 M) was treated with CuCN (4.7 g, 52.5 mmol). Equipped with a reflux condenser, the reaction was heated to 160° C. for 20 h. After cooling to room temperature, the solution was poured into a 2 L Erlenmeyer flask. ethyl acetate (400 mL), saturated aq LiCl (100 mL), 1N HCl (100 mL), 11 g of iron (III) chloride hexahydrate, and 15 mL of concd HCl was added to the solution. This green mixture was heated a... Starting materials: Brc1ccccc1-c1cn(C(c2ccccc2)(c2ccccc2)c2ccccc2)cn1, CCc1cc(C=O)c(F)c(O[Si](C)(C)C(C)(C)C)c1, C1CCOC1, CC(C)[N-]C(C)C, [Li+]. Yields the product CCc1cc(O[Si](C)(C)C(C)(C)C)c(F)c(C(O)c2nc(-c3ccccc3Br)cn2C(c2ccccc2)(c2ccccc2)c2ccccc2)c1. As a reaction SMILES: [Br:1][c:2]1[c:3](-[c:8]2[n:9][cH:10][n:11]([C:13]([c:14]3[cH:15][cH:16][cH:17][cH:18][cH:19]3)([c:20]3[cH:21][cH:22][cH:23][cH:24][cH:25]3)[c:26]3[cH:27][cH:28][cH:29][cH:30][cH:31]3)[cH:12]2)[cH:4][cH:5][cH:6][cH:7]1.[C:40]([CH3:41])([CH3:42])([CH3:43])[Si:44]([O:45][c:46]1[c:47]([F:56])[c:48]([CH:49]=[O:50])[cH:51][c:52]([CH2:54][CH3:55])[cH:53]1)([CH3:57])[CH3:58].[CH2:59]1[O:60][CH2:61][CH2:62][CH2:63]1.[CH:32]([N-:33][CH:34]([CH3:35])[CH3:36])([CH3:37])[CH3:38].[Li+:39]>>[Br:1][c:2]1[c:3](-[c:8]2[n:9][c:10]([CH:49]([c:48]3[c:47]([F:56])[c:46]([O:45][Si:44]([C:40]([CH3:41])([CH3:42])[CH3:43])([CH3:57])[CH3:58])[cH:53][c:52]([CH2:54][CH3:55])[cH:51]3)[OH:50])[n:11]([C:13]([c:14]3[cH:15][cH:16][cH:17][cH:18][cH:19]3)([c:20]3[cH:21][cH:22][cH:23][cH:24][cH:25]3)[c:26]3[cH:27][cH:28][cH:29][cH:30][cH:31]3)[cH:12]2)[cH:4][cH:5][cH:6][cH:7]1. The reactants are C(C)(=O)O[BH-](OC(C)=O)OC(C)=O.[Na+] (Sodium triacetoxyborohydride), COC(CCC1=C(C=C(C=C1)N)C)=O (3-(4-Amino-2-methyl-phenyl)-propionic acid methyl ester), C(C)(C)C=1N=C(SC1C(C=O)C)C1=CC=C(C=C1)C(F)(F)F (2-[4-Isopropyl-2-(4-trifluoromethyl-phenyl)-thiazol-5-yl]-propionaldehyde), C(C)(=O)O (acetic acid). The solvent is C(Cl)Cl (CH2Cl2). Conditions: time 2 hour. The product is COC(CCC1=C(C=C(C=C1)NCC(C)C1=C(N=C(S1)C1=CC=C(C=C1)C(F)(F)F)C(C)C)C)=O (3-(4-{2-[4-Isopropyl-2-(4-trifluoromethyl-phenyl)-thiazol-5-yl]-propylamino}-2-methyl-phenyl)-propionic acid methyl ester). Yield: 68.0%. As a reaction SMILES: [CH3:1][O:2][C:3](=[O:14])[CH2:4][CH2:5][C:6]1[CH:11]=[CH:10][C:9]([NH2:12])=[CH:8][C:7]=1[CH3:13].[CH:15]([C:18]1[N:19]=[C:20]([C:27]2[CH:32]=[CH:31][C:30]([C:33]([F:36])([F:35])[F:34])=[CH:29][CH:28]=2)[S:21][C:22]=1[CH:23]([CH3:26])[CH:24]=O)([CH3:17])[CH3:16].C(O)(=O)C.C(O[BH-](OC(=O)C)OC(=O)C)(=O)C.[Na+]>C(Cl)Cl>[CH3:1][O:2][C:3](=[O:14])[CH2:4][CH2:5][C:6]1[CH:11]=[CH:10][C:9]([NH:12][CH2:26][CH:23]([C:22]2[S:21][C:20]([C:27]3[CH:32]=[CH:31][C:30]([C:33]([F:34])([F:35])[F:36])=[CH:29][CH:28]=3)=[N:19][C:18]=2[CH:15]([CH3:17])[CH3:16])[CH3:24])=[CH:8][C:7]=1[CH3:13] |f:3.4|. Procedure: To a solution of 3-(4-Amino-2-methyl-phenyl)-propionic acid methyl ester (0.7.0 mmol) and 2-[4-Isopropyl-2-(4-trifluoromethyl-phenyl)-thiazol-5-yl]-propionaldehyde (0.71 mmol) in anhydrous CH2Cl2 (5 mL) is added 4 Å molecular sieves followed by acetic acid (50 μL, 0.87 mmol). The mixture is stirred at RT for 2 h. Sodium triacetoxyborohydride (0.22 g, 1.04 mmol) is added, and the mixture is stirred at RT for 12 h. The reaction is quenched with saturated NaHCO3. The organics are separated and wash...